From a dataset of the Open Reaction Database (ORD), a public repository of structured organic reaction records. describe an organic reaction: reactants, conditions, products, and yield Reactants: [N+](=O)([O-])C1=C(C=O)C=CC=C1 (2-nitro-benzaldehyde), C(CC(=O)C)(=O)OC (methyl acetoacetate), C(C)(=O)O.N1CCCCC1 (piperidine acetate). The product is COC(CC(=O)C=CC1=C(C=CC=C1)[N+](=O)[O-])=O (methyl-2-nitro-benzylidene-acetoacetate). Yield: 97.0%. RXN SMILES: [N+:1]([C:4]1[CH:11]=[CH:10][CH:9]=[CH:8][C:5]=1[CH:6]=O)([O-:3])=[O:2].[C:12]([O:18][CH3:19])(=[O:17])[CH2:13][C:14]([CH3:16])=[O:15].C(O)(=O)C.N1CCCCC1>>[CH3:19][O:18][C:12](=[O:17])[CH2:13][C:14]([CH:16]=[CH:6][C:5]1[CH:8]=[CH:9][CH:10]=[CH:11][C:4]=1[N+:1]([O-:3])=[O:2])=[O:15] |f:2.3|. Procedure details: In the first step of the synthesis 2-nitro-benzaldehyde is reacted with methyl acetoacetate in the presence of a catalytic amount (0.01-0.7 mole, related to 1 mole of methyl acetoacetate) of piperidine acetate to give methyl-2-nitro-benzylidene-acetoacetate with a high yield of about 97%. This product is reacted after or without isolation with methyl-3-amino-crotonate. The yield of the second step is 87%, the total yield of both steps amounts to 84.4%. According to the disclosure of the cited Hu... Starting materials: COC(=O)C(C)NC1=C(C(=CC=C1C)CC(NC1=CC(=CC(=C1)Cl)Cl)=O)C (N-(1'-methoxycarbonyl-ethyl)-2,6-dimethyl-3-(3',5'-dichlorophenylcarbamoylmethyl)-aniline), N1=CC=CC=C1 (pyridine), COCC(=O)Cl (methoxyacetic acid chloride). Solvent: C1(=CC=CC=C1)C (toluene), C1(=CC=CC=C1)C (toluene). Product: COC(=O)C(C)N(C1=C(C(=CC=C1C)CC(NC1=CC(=CC(=C1)Cl)Cl)=O)C)C(COC)=O (N-(1'-Methoxycarbonyl-ethyl)-N-methoxyacetyl-2,6-dimethyl-3-(3',5'-dichlorophenylcarbamoylmethyl)-aniline). As a reaction SMILES: [CH3:1][O:2][C:3]([CH:5]([NH:7][C:8]1[C:13]([CH3:14])=[CH:12][CH:11]=[C:10]([CH2:15][C:16](=[O:26])[NH:17][C:18]2[CH:23]=[C:22]([Cl:24])[CH:21]=[C:20]([Cl:25])[CH:19]=2)[C:9]=1[CH3:27])[CH3:6])=[O:4].N1C=CC=CC=1.[CH3:34][O:35][CH2:36][C:37](Cl)=[O:38]>C1(C)C=CC=CC=1>[CH3:1][O:2][C:3]([CH:5]([N:7]([C:37](=[O:38])[CH2:36][O:35][CH3:34])[C:8]1[C:13]([CH3:14])=[CH:12][CH:11]=[C:10]([CH2:15][C:16](=[O:26])[NH:17][C:18]2[CH:19]=[C:20]([Cl:25])[CH:21]=[C:22]([Cl:24])[CH:23]=2)[C:9]=1[CH3:27])[CH3:6])=[O:4]. Reported procedure: 16.2 g of N-(1'-methoxycarbonyl-ethyl)-2,6-dimethyl-3-(3',5'-dichlorophenylcarbamoylmethyl)-aniline and 3.2 g of pyridine were placed into 120 ml of toluene; and within 15 minutes were added 4.7 g of methoxyacetic acid chloride, dissolved in 30 ml of toluene. After the exothermic reaction had subsided, stirring was maintained for 4 hours at room temperature, and the reaction suspension was then filtered with suction. The yellow filtrate was washed with water, dried over sodium sulfate, and conce... Starting materials: CO, CN(C)CCCOc1ccc(C#N)cc1. The product is CN(C)CCCOc1ccc(CN)cc1. RXN SMILES: [CH3:16][OH:17].[CH3:1][N:2]([CH2:3][CH2:4][CH2:5][O:6][c:7]1[cH:8][cH:9][c:10]([C:11]#[N:12])[cH:13][cH:14]1)[CH3:15]>>[CH3:1][N:2]([CH2:3][CH2:4][CH2:5][O:6][c:7]1[cH:8][cH:9][c:10]([CH2:11][NH2:12])[cH:13][cH:14]1)[CH3:15]. The reactants are C(CCC)[Li] (n-butyllithium), CN(C)C=O (DMF), C1CCOC1 (THF), C(CCCCC)C=1SC=CC1 (2-hexylthiophene). The solvent is [Cl-].[NH4+] (ammonium chloride). Reaction conditions: time 15 minute. Product: C(CCCCC)C1=CC=C(S1)C=O (5-hexylthiophene-2-carbaldehyde). As a reaction SMILES: C([Li])CCC.[CH2:6]1[CH2:10][O:9][CH2:8][CH2:7]1.[CH2:11]([C:17]1[S:18]C=CC=1)[CH2:12][CH2:13][CH2:14][CH2:15][CH3:16].CN(C=O)C>[Cl-].[NH4+]>[CH2:11]([C:17]1[S:18][C:6]([CH:10]=[O:9])=[CH:7][CH:8]=1)[CH2:12][CH2:13][CH2:14][CH2:15][CH3:16] |f:4.5|. Procedure: Under a nitrogen atmosphere at 0° C., 24 ml of n-butyllithium (1.6M in hexane) were added by dripping to a THF solution containing 2-hexylthiophene (5 g). The solution was then stirred for another 15 minutes and, after adding DMF (5 ml), set to room temperature. The resulting solution was then poured into a IN ammonium chloride solution and extracted with methylene chloride. An organic layer was washed with water and dried with anhydrous magnesium sulfate. A crude product was collected by removi... The reactants are CC1(NC2=CC=C(C=C2C(=C1)C)OS(=O)(=O)C(F)(F)F)C (trifluoromethanesulfonic acid 2,2,4-trimethyl-1,2-dihydroquinolin-6-yl ester), [F-].[K+] (KF), S1C=C(C=C1)B(O)O (3-thiopheneboronic acid). Reagents/catalysts: CC(=O)[O-].CC(=O)[O-].[Pd+2] (Pd(OAc)2). The solvent is C1CCOC1 (THF). Run at time 2 day. Product: CC1(NC2=CC=C(C=C2C(=C1)C)C1=CSC=C1)C (2,2,4-trimethyl-6-thiophen-3-yl-1,2-dihydroquinoline). The yield is 32.1%. As a reaction SMILES: [CH3:1][C:2]1([CH3:21])[CH:11]=[C:10]([CH3:12])[C:9]2[C:4](=[CH:5][CH:6]=[C:7](OS(C(F)(F)F)(=O)=O)[CH:8]=2)[NH:3]1.[F-].[K+].[S:24]1[CH:28]=[CH:27][C:26](B(O)O)=[CH:25]1>C1COCC1.CC([O-])=O.CC([O-])=O.[Pd+2]>[CH3:21][C:2]1([CH3:1])[CH:11]=[C:10]([CH3:12])[C:9]2[C:4](=[CH:5][CH:6]=[C:7]([C:26]3[CH:27]=[CH:28][S:24][CH:25]=3)[CH:8]=2)[NH:3]1 |f:1.2,5.6.7|. Procedure: To a dry 50 mL round bottom flask charged with a mixture of trifluoromethanesulfonic acid 2,2,4-trimethyl-1,2-dihydroquinolin-6-yl ester (0.50 g, 1.56 mmol), Pd(OAc)2 (0.035 g, 0.156 mmol), di-tert-butylbiphenylphosphine (DTBBPP) (0.093 g, 0.312 mmol), and KF (0.27 g, 4.67 mmol) suspended in THF (5 mL), was added 3-thiopheneboronic acid (0.30 g, 2.33 mmol). The flask was evacuated and flushed three times with argon and the reaction mixture was allowed to stir at room temperature for 2 days. The ... Reactants: OCCC1Cc2ccccc2C1, Cc1ccccc1, [I-], c1ccc(P(c2ccccc2)c2ccccc2)cc1, c1c[nH]cn1. Yields the product ICCC1Cc2ccccc2C1. As a reaction SMILES: [CH2:1]1[CH:2]([CH2:10][CH2:11][OH:12])[CH2:3][c:4]2[cH:5][cH:6][cH:7][cH:8][c:9]21.[CH3:38][c:39]1[cH:40][cH:41][cH:42][cH:43][cH:44]1.[I-:37].[c:18]1([P:19]([c:20]2[cH:21][cH:22][cH:23][cH:24][cH:25]2)[c:26]2[cH:27][cH:28][cH:29][cH:30][cH:31]2)[cH:32][cH:33][cH:34][cH:35][cH:36]1.[nH:13]1[cH:14][cH:15][n:16][cH:17]1>>[CH2:1]1[CH:2]([CH2:10][CH2:11][I:37])[CH2:3][c:4]2[cH:5][cH:6][cH:7][cH:8][c:9]21. The reactants are OC1=CC(=CC=2OC3=CC=CC=C3C(C12)=O)OCC1OC1 (1-hydroxy-3-(oxiran-2-ylmethoxy)-9H-xanthen-9-one), FC(C(=O)O)(F)F (trifluoroacetic acid). Reaction conditions: temperature 50 celsius, time 4 hour. The product is OC(COC=1C=C(C=2C(C3=CC=CC=C3OC2C1)=O)O)CO (3-(2,3-dihydroxypropoxy)-1-hydroxy-9H-xanthen-9-one). The yield is 62.7%. RXN SMILES: [OH:1][C:2]1[C:15]2[C:14](=[O:16])[C:13]3[C:8](=[CH:9][CH:10]=[CH:11][CH:12]=3)[O:7][C:6]=2[CH:5]=[C:4]([O:17][CH2:18][CH:19]2[CH2:21][O:20]2)[CH:3]=1.FC(F)(F)C(O)=[O:25]>>[OH:20][CH:19]([CH2:21][OH:25])[CH2:18][O:17][C:4]1[CH:3]=[C:2]([OH:1])[C:15]2[C:14](=[O:16])[C:13]3[C:8]([O:7][C:6]=2[CH:5]=1)=[CH:9][CH:10]=[CH:11][CH:12]=3. Procedure details: 1-hydroxy-3-(oxiran-2-ylmethoxy)-9H-xanthen-9-one (30 mg, 0.11 mmol) synthesized in Step 2 of Example 2 and 50% trifluoroacetic acid (TFA) (5 mL) were charged to a round-bottom flask, followed by stirring at 50° C. for 4 hours. After the reaction was completed, the solvent was removed, followed by drying under reduced pressure to give the title compound (20 mg, 62.7%) as a light yellow solid.